describe an organic reaction: reactants, conditions, products, and yield From a dataset of the Open Reaction Database (ORD), a public repository of structured organic reaction records. The reactants are Cl.C(C)(=N)N (acetamidine hydrochloride), [OH-].[Na+] (sodium hydroxide), C(=CC1=CC=CC=C1)S(=O)(=O)Cl (styrylsulfonyl chloride). Solvent: CC(=O)C (acetone), CC(=O)C (acetone). Yields the product C(=CC1=CC=CC=C1)S(=O)(=O)NC(C)=N (N-(STYRYLSULFONYL)ACETAMIDINE). The yield is 76.0%. RXN SMILES: Cl.[C:2]([NH2:5])(=[NH:4])[CH3:3].[OH-].[Na+].[CH:8]([S:16](Cl)(=[O:18])=[O:17])=[CH:9][C:10]1[CH:15]=[CH:14][CH:13]=[CH:12][CH:11]=1>CC(C)=O>[CH:8]([S:16]([NH:4][C:2](=[NH:5])[CH3:3])(=[O:18])=[O:17])=[CH:9][C:10]1[CH:15]=[CH:14][CH:13]=[CH:12][CH:11]=1 |f:0.1,2.3|. Procedure: A mixture of acetamidine hydrochloride (28.8 g., 0.15 mole) and 50% sodium hydroxide (12.0 g., 0.15 mole) in 150 ml. of acetone is stirred for a period of 10 min. to liberate the free base. A solution of styrylsulfonyl chloride (10.1 g., 0.05 mole) in 50 ml. of acetone is added dropwise to the mixture at a temperature of 20°-25° C. with stirring. After further stirring for 10 min., the mixture is concentrated under reduced pressure to remove acetone, the concentrate diluted with 200 ml. of water... The reactants are c1ccc(CC2CCNCC2)cc1, CN(C)C=O, CCO, Fc1ccc2c(-c3ccc(OCC4CO4)cc3)noc2c1. Yields the product OC(COc1ccc(-c2noc3cc(F)ccc23)cc1)CN1CCC(Cc2ccccc2)CC1. Reaction SMILES: [CH2:22]([c:23]1[cH:24][cH:25][cH:26][cH:27][cH:28]1)[CH:29]1[CH2:30][CH2:31][NH:32][CH2:33][CH2:34]1.[CH3:35][N:36]([CH3:37])[CH:38]=[O:39].[CH3:40][CH2:41][OH:42].[F:1][c:2]1[cH:3][c:4]2[c:5]([c:6](-[c:9]3[cH:10][cH:11][c:12]([O:15][CH2:16][CH:17]4[O:18][CH2:19]4)[cH:13][cH:14]3)[n:7][o:8]2)[cH:20][cH:21]1>>[F:1][c:2]1[cH:3][c:4]2[c:5]([c:6](-[c:9]3[cH:10][cH:11][c:12]([O:15][CH2:16][CH:17]([OH:18])[CH2:19][N:32]4[CH2:31][CH2:30][CH:29]([CH2:22][c:23]5[cH:24][cH:25][cH:26][cH:27][cH:28]5)[CH2:34][CH2:33]4)[cH:13][cH:14]3)[n:7][o:8]2)[cH:20][cH:21]1. Product: BrC=1C=2C3C(C(N(C2C=CC1)CC1=CC=C(C=C1)OC)=O)C3 (7-Bromo-3-(4-methoxybenzyl)-3,7b-dihydro-1H-cyclopropa[c]quinolin-2(1aH)-one). Yield: 46.1%. Procedure: To a suspension of sodium hydride (136 mg, 3.40 mmol) in DMSO (5 mL) at room temperature was added trimethylsulfoxonium iodide (661 mg, 3.00 mmol) slowly under nitrogen. The reaction mixture was stirred at room temperature for 1 h, and then 5-bromo-1-(4-methoxybenzyl)quinolin-2(1H)-one (689 mg, 2.00 mmol) in 1 mL DMSO was added. Upon completion of addition, the reaction mixture was stirred at room temperature for 2 h, and then heated to 90° C. for 2 d. After cooling to room temperature, the reac... The reactants are [I-].C[S+](=O)(C)C (trimethylsulfoxonium iodide), [H-].[Na+] (sodium hydride), BrC1=C2C=CC(N(C2=CC=C1)CC1=CC=C(C=C1)OC)=O (5-bromo-1-(4-methoxybenzyl)quinolin-2(1H)-one). Solvent: CS(=O)C (DMSO), CS(=O)C (DMSO). Conditions: time 1 hour. Reaction SMILES: [H-].[Na+].[I-].[CH3:4][S+](C)(C)=O.[Br:9][C:10]1[CH:19]=[CH:18][CH:17]=[C:16]2[C:11]=1[CH:12]=[CH:13][C:14](=[O:29])[N:15]2[CH2:20][C:21]1[CH:26]=[CH:25][C:24]([O:27][CH3:28])=[CH:23][CH:22]=1>CS(C)=O>[Br:9][C:10]1[C:11]2[CH:12]3[CH2:4][CH:13]3[C:14](=[O:29])[N:15]([CH2:20][C:21]3[CH:22]=[CH:23][C:24]([O:27][CH3:28])=[CH:25][CH:26]=3)[C:16]=2[CH:17]=[CH:18][CH:19]=1 |f:0.1,2.3|. Reaction SMILES: O[Li].O.O.[OH:5][C:6]1([C:18]([O:20]C)=[O:19])[C:15]2[C:10](=[CH:11][CH:12]=[C:13]([O:16][CH3:17])[CH:14]=2)[CH2:9][CH2:8][CH2:7]1>C1COCC1>[OH:5][C:6]1([C:18]([OH:20])=[O:19])[C:15]2[C:10](=[CH:11][CH:12]=[C:13]([O:16][CH3:17])[CH:14]=2)[CH2:9][CH2:8][CH2:7]1 |f:0.1|. Starting materials: O[Li].O (LiOH.H2O), O (water), OC1(CCCC2=CC=C(C=C12)OC)C(=O)OC (1-Hydroxy-7-methoxytetralin-1-yl-carboxylic acid, methyl ester). The solvent is C1CCOC1 (THF). Conditions: time 3 hour. Procedure details: LiOH.H2O (0.41 g; 9.8 mmol) and water (4 mL) were added to a solution of 1-hydroxy-7-methoxytetralin-1-yl-carboxylic acid, methyl ester (1.16 g; 4.9 mmol; from step (i) above) in THF (10 mL). The reaction mixture was stirred at room temperature for 3 h, the THF was evaporated, and the water phase was washed with methylene chloride. The reaction mixture was acidified with HCl (2M) and some NaCl was added. After extraction with methylene chloride, the organic phase was dried and concentrated. Yiel... Product: OC1(CCCC2=CC=C(C=C12)OC)C(=O)O (1-Hydroxy-7-methoxytetralin-1-yl-carboxylic acid). The reactants are C(C(C)C)NCC=1SC(=CC1)C1=CC(=CC=C1)S(=O)(=O)C (isobutyl-[5-(3-methanesulfonyl-phenyl)-thiophen-2-ylmethyl]-amine), ClC1=C(C(=CC=C1)Cl)S(=O)(=O)Cl (2,6-dichlorophenylsulfonyl chloride), C(C)(C)N(C(C)C)CC (N,N-diisopropyl ethyl amine). Run in ClCCl (dichloromethane). Yields the product ClC1=C(C(=CC=C1)Cl)S(=O)(=O)N(CC=1SC(=CC1)C1=CC(=CC=C1)S(=O)(=O)C)CC(C)C (2,6-dichloro-N-isobutyl-N-[5-(3-methanesulfonyl-phenyl)-thiophen-2-ylmethyl]-benzenesulfonamide). RXN SMILES: [CH2:1]([NH:5][CH2:6][C:7]1[S:8][C:9]([C:12]2[CH:17]=[CH:16][CH:15]=[C:14]([S:18]([CH3:21])(=[O:20])=[O:19])[CH:13]=2)=[CH:10][CH:11]=1)[CH:2]([CH3:4])[CH3:3].[Cl:22][C:23]1[CH:28]=[CH:27][CH:26]=[C:25]([Cl:29])[C:24]=1[S:30](Cl)(=[O:32])=[O:31].C(N(CC)C(C)C)(C)C>ClCCl>[Cl:22][C:23]1[CH:28]=[CH:27][CH:26]=[C:25]([Cl:29])[C:24]=1[S:30]([N:5]([CH2:1][CH:2]([CH3:4])[CH3:3])[CH2:6][C:7]1[S:8][C:9]([C:12]2[CH:17]=[CH:16][CH:15]=[C:14]([S:18]([CH3:21])(=[O:20])=[O:19])[CH:13]=2)=[CH:10][CH:11]=1)(=[O:32])=[O:31]. Procedure: In analogy to example 13, step 2, isobutyl-[5-(3-methanesulfonyl-phenyl)-thiophen-2-ylmethyl]-amine (example 15, step 2) was reacted with 2,6-dichlorophenylsulfonyl chloride in presence of N,N-diisopropyl ethyl amine in dichloromethane to give 2,6-dichloro-N-isobutyl-N-[5-(3-methanesulfonyl-phenyl)-thiophen-2-ylmethyl]-benzenesulfonamide as a colorless oil. MS: 549.3 ([M+NH4]+)